From a dataset of the Open Reaction Database (ORD), a public repository of structured organic reaction records. describe an organic reaction: reactants, conditions, products, and yield Reactants: C=CCN1CCC2(CC1)CCC(c1ccccc1)(N1CCCC1)CC2, CN(C)C1(c2ccccc2)CCC2(CCNCC2)CC1. The product is c1ccc(C2(N3CCCC3)CCC3(CCNCC3)CC2)cc1. RXN SMILES: [CH2:1]([CH:2]=[CH2:3])[N:4]1[CH2:5][CH2:6][C:7]2([CH2:8][CH2:9]1)[CH2:10][CH2:11][C:12]([N:15]1[CH2:16][CH2:17][CH2:18][CH2:19]1)([c:20]1[cH:21][cH:22][cH:23][cH:24][cH:25]1)[CH2:13][CH2:14]2.[CH3:26][N:27]([CH3:28])[C:29]1([c:30]2[cH:31][cH:32][cH:33][cH:34][cH:35]2)[CH2:36][CH2:37][C:38]2([CH2:39][CH2:40][NH:41][CH2:42][CH2:43]2)[CH2:44][CH2:45]1>>[NH:4]1[CH2:5][CH2:6][C:7]2([CH2:8][CH2:9]1)[CH2:10][CH2:11][C:12]([N:15]1[CH2:16][CH2:17][CH2:18][CH2:19]1)([c:20]1[cH:21][cH:22][cH:23][cH:24][cH:25]1)[CH2:13][CH2:14]2. Starting materials: BrC=1C=CC2=C(C=3N(C4CC2C4)C(=C(N3)C(N)=O)C(=O)O)C1 (10-bromo-2-carbamoyl-6,7-dihydro-5H-5,7-methanobenzo[c]imidazo[1,2-a]azepine-3-carboxylic acid), C(C)(C)N (isopropylamine). The product is BrC=1C=CC2=C(C=3N(C4CC2C4)C(=C(N3)C(=O)N)C(=O)NC(C)C)C1 (10-bromo-N3-isopropyl-6,7-dihydro-5H-5,7-methanobenzo[c]imidazo[1,2-a]azepine-2,3-dicarboxamide). Yield: 99.0%. RXN SMILES: [Br:1][C:2]1[CH:3]=[CH:4][C:5]2[CH:11]3[CH2:12][CH:9]([CH2:10]3)[N:8]3[C:13]([C:19](O)=[O:20])=[C:14]([C:16](=[O:18])[NH2:17])[N:15]=[C:7]3[C:6]=2[CH:22]=1.[CH:23]([NH2:26])([CH3:25])[CH3:24]>>[Br:1][C:2]1[CH:3]=[CH:4][C:5]2[CH:11]3[CH2:12][CH:9]([CH2:10]3)[N:8]3[C:13]([C:19]([NH:26][CH:23]([CH3:25])[CH3:24])=[O:20])=[C:14]([C:16]([NH2:17])=[O:18])[N:15]=[C:7]3[C:6]=2[CH:22]=1. Reported procedure: 10-bromo-2-carbamoyl-6,7-dihydro-5H-5,7-methanobenzo[c]imidazo[1,2-a]azepine-3-carboxylic acid was reacted with isopropylamine similarly to as described in example 2 with non-critical modifications to afford 166 mg (99%) 10-bromo-N3-isopropyl-6,7-dihydro-5H-5,7-methanobenzo[c]imidazo[1,2-a]azepine-2,3-dicarboxamide. 10-bromo-N3-isopropyl-6,7-dihydro-5H-5,7-methanobenzo[c]imidazo[1,2-a]azepine-2,3-dicarboxamide was reacted with (3R)-3-ethynyl-3-hydroxy-1-methyl-pyrrolidin-2-one similarly to as de... Reactants: [OH-].[Na+] (NaOH), ClC1=C(SC=C1)C=O (3-chloro-thiophene-2-carbaldehyde), 3-acetoxyacetoacetic acid ester, N\C(=C/C(=O)OC(C)C)\C (isopropyl 3-aminocrotonate). Solvent: CCO (EtOH), Cl (hydrochloric acid). Conditions: time 1 hour. Product: ClC1=C(SC=C1)C1C2=C(NC(=C1C(=O)OC(C)C)C)COC2=O (Isopropyl 4-(3-chloro-2-thienyl)-2-methyl-5-oxo-1,4,5,7-tetrahydrofuro[3,4-b]-pyridine-3-carboxylate). As a reaction SMILES: [Cl:1][C:2]1[CH:6]=[CH:5][S:4][C:3]=1[CH:7]=O.[NH2:9]/[C:10](/[CH3:18])=[CH:11]\[C:12]([O:14][CH:15]([CH3:17])[CH3:16])=[O:13].[OH-:19].[Na+]>CCO.Cl>[Cl:1][C:2]1[CH:6]=[CH:5][S:4][C:3]=1[CH:7]1[C:11]([C:12]([O:14][CH:15]([CH3:17])[CH3:16])=[O:13])=[C:10]([CH3:18])[NH:9][C:10]2[CH2:18][O:19][C:12](=[O:13])[C:11]1=2 |f:2.3|. Procedure details: 40 mmol of 3-chloro-thiophene-2-carbaldehyde, 40 mmol of 3-acetoxyacetoacetic acid ester and 40 mmol of isopropyl 3-aminocrotonate are boiled under reflux over NaOH in EtOH, alcoholic hydrochloric acid is then added and the mixture is boiled for 1 hour. It is concentrated and the residue is crystallized. Reaction SMILES: [Br:19][N:20]1[C:21](=[O:22])[CH2:23][CH2:24][C:25]1=[O:26].[C:1]([CH3:2])(=[O:3])[O:4][CH2:5][c:6]1[n:7][o:8][c:9](-[c:11]2[c:12]([F:18])[cH:13][c:14]([F:17])[cH:15][cH:16]2)[cH:10]1.[CH3:27][C:28](=[O:29])[OH:30]>>[C:1]([CH3:2])(=[O:3])[O:4][CH2:5][c:6]1[n:7][o:8][c:9](-[c:11]2[c:12]([F:18])[cH:13][c:14]([F:17])[cH:15][cH:16]2)[c:10]1[Br:19]. Starting materials: O=C1CCC(=O)N1Br, CC(=O)OCc1cc(-c2ccc(F)cc2F)on1, CC(=O)O. Product: CC(=O)OCc1noc(-c2ccc(F)cc2F)c1Br. Reactants: CC1(C)C(C#CC(=O)O)C1C(=O)OC(C#N)c1cccc(Oc2ccccc2)c1, CC1(O)CCC1. Product: CC1(OC(=O)C#CC2C(C(=O)OC(C#N)c3cccc(Oc4ccccc4)c3)C2(C)C)CCC1. RXN SMILES: [CH3:1][C:2]1([CH3:29])[CH:3]([C:10](=[O:11])[O:12][CH:13]([c:14]2[cH:15][c:16]([O:20][c:21]3[cH:22][cH:23][cH:24][cH:25][cH:26]3)[cH:17][cH:18][cH:19]2)[C:27]#[N:28])[CH:4]1[C:5]#[C:6][C:7](=[O:8])[OH:9].[CH3:30][C:31]1([OH:35])[CH2:32][CH2:33][CH2:34]1>>[CH3:1][C:2]1([CH3:29])[CH:3]([C:10](=[O:11])[O:12][CH:13]([c:14]2[cH:15][c:16]([O:20][c:21]3[cH:22][cH:23][cH:24][cH:25][cH:26]3)[cH:17][cH:18][cH:19]2)[C:27]#[N:28])[CH:4]1[C:5]#[C:6][C:7](=[O:8])[O:9][C:31]1([CH3:30])[CH2:32][CH2:33][CH2:34]1. The reactants are aqueous solution, [OH-].[Na+] (sodium hydroxide), C(C1=CC=CC=C1)N1CC(CCC1)N (N-benzyl-3-aminopiperidine). Yields the product C(C1=CC=CC=C1)N1C[C@@H](CCC1)N ((R)—N-benzyl-3-aminopiperidine). RXN SMILES: [OH-].[Na+].[CH2:3]([N:10]1[CH2:15][CH2:14][CH2:13][CH:12]([NH2:16])[CH2:11]1)[C:4]1[CH:9]=[CH:8][CH:7]=[CH:6][CH:5]=1>>[CH2:3]([N:10]1[CH2:15][CH2:14][CH2:13][C@@H:12]([NH2:16])[CH2:11]1)[C:4]1[CH:5]=[CH:6][CH:7]=[CH:8][CH:9]=1 |f:0.1|. Procedure details: After the reaction liquid had been adjusted to a pH of 13 by the addition of 5 N aqueous solution of sodium hydroxide, N-benzyl-3-aminopiperidine was extracted with 1 L of toluene, and was then further extracted from the aqueous phase with 1 L of toluene. After the solvent had been distilled under reduced pressure away from a combination of the organic phases thus obtained, (R)—N-benzyl-3-aminopiperidine was purified by distillation. Thus, 17.7 g of (R)—N-benzyl-3-aminopiperidine were obtained i... The reactants are Cl (hydrogen chloride), OCCC1N2CCC(C1)CC2 (2-hydroxyethyl-quinuclidine), S(=O)(Cl)Cl (thionyl chloride). Run in C(Cl)(Cl)Cl (chloroform). Product: ClCCC1N2CCC(C1)CC2 (2-chloroethyl-quinuclidine). RXN SMILES: O[CH2:2][CH2:3][CH:4]1[CH2:9][CH:8]2[CH2:10][CH2:11][N:5]1[CH2:6][CH2:7]2.Cl.S(Cl)([Cl:15])=O>C(Cl)(Cl)Cl>[Cl:15][CH2:2][CH2:3][CH:4]1[CH2:9][CH:8]2[CH2:10][CH2:11][N:5]1[CH2:6][CH2:7]2. Procedure details: A solution of 10 g of 2-hydroxyethyl-quinuclidine in 80 ml of anhydrous chloroform was cooled to 0° C and treated with anhydrous gaseous hydrogen chloride. 50 ml of thionyl chloride were then added to the solution and the reaction mixture was heated to reflux for 3 hours. The excess thionyl chloride and the chloroform were removed by evaporation under reduced pressure on a water bath at 50° C. The residue was purified by washing with anhydrous ether. The ethereal suspension was filtered and the ...